describe an organic reaction: reactants, conditions, products, and yield From a dataset of the Open Reaction Database (ORD), a public repository of structured organic reaction records. Starting materials: COC(CC1=CC2=CC=C(C=C2C(=C1)C1CCN(CC1)S(=O)(=O)C1=C(C=CC(=C1)Cl)Cl)F)=O ({4-[1-(2,5-dichloro-benzenesulfonyl)-piperidin-4-yl]-6-fluoro-naphthalen-2-yl}-acetic acid methyl ester), O.[OH-].[Li+] (lithium hydroxide monohydrate). Solvent: C1CCOC1 (THF), O (water). Conditions: time 24 hour. Product: ClC1=C(C=C(C=C1)Cl)S(=O)(=O)N1CCC(CC1)C1=CC(=CC2=CC=C(C=C12)F)CC(=O)O ({4-[1-(2,5-dichloro-benzenesulfonyl)-piperidin-4-yl]-6-fluoro-naphthalen-2-yl}-acetic acid). Isolated yield 88.1%. Reaction SMILES: C[O:2][C:3](=[O:33])[CH2:4][C:5]1[CH:14]=[C:13]([CH:15]2[CH2:20][CH2:19][N:18]([S:21]([C:24]3[CH:29]=[C:28]([Cl:30])[CH:27]=[CH:26][C:25]=3[Cl:31])(=[O:23])=[O:22])[CH2:17][CH2:16]2)[C:12]2[C:7](=[CH:8][CH:9]=[C:10]([F:32])[CH:11]=2)[CH:6]=1.O.[OH-].[Li+]>C1COCC1.O>[Cl:31][C:25]1[CH:26]=[CH:27][C:28]([Cl:30])=[CH:29][C:24]=1[S:21]([N:18]1[CH2:19][CH2:20][CH:15]([C:13]2[C:12]3[C:7](=[CH:8][CH:9]=[C:10]([F:32])[CH:11]=3)[CH:6]=[C:5]([CH2:4][C:3]([OH:33])=[O:2])[CH:14]=2)[CH2:16][CH2:17]1)(=[O:23])=[O:22] |f:1.2.3|. Procedure: To a stirred solution of {4-[1-(2,5-dichloro-benzenesulfonyl)-piperidin-4-yl]-6-fluoro-naphthalen-2-yl}-acetic acid methyl ester (120 mg, 0.24 mmol) in THF (6 mL) was added a solution of lithium hydroxide monohydrate (50 mg, 1.2 mmol) in water (1.5 mL) and the reaction mixture was stirred for 24 h at RT. The reaction mixture was concentrated under reduced pressure and washed with diethyl ether (3×5 mL). The washings were discarded. Water (5 mL) was added to the residue, and the mixture acidified... Reactants: C1CCOC1, [Cl-], Clc1ccc(Cl)nn1, Cc1onc(-c2cccc(F)c2)c1CO, [H-], [Na+], [Na+]. The product is Cc1onc(-c2cccc(F)c2)c1COc1ccc(Cl)nn1. RXN SMILES: [CH2:28]1[O:29][CH2:30][CH2:31][CH2:32]1.[Cl-:27].[Cl:18][c:19]1[n:20][n:21][c:22]([Cl:25])[cH:23][cH:24]1.[F:3][c:4]1[cH:5][c:6](-[c:10]2[n:11][o:12][c:13]([CH3:17])[c:14]2[CH2:15][OH:16])[cH:7][cH:8][cH:9]1.[H-:1].[Na+:26].[Na+:2]>>[F:3][c:4]1[cH:5][c:6](-[c:10]2[n:11][o:12][c:13]([CH3:17])[c:14]2[CH2:15][O:16][c:22]2[n:21][n:20][c:19]([Cl:18])[cH:24][cH:23]2)[cH:7][cH:8][cH:9]1.